This data is from the Open Reaction Database (ORD), a public repository of structured organic reaction records. The task is: describe an organic reaction: reactants, conditions, products, and yield The reactants are [Li]C(C)(C)C, C1CCOC1, CCCCC, C[Sn](C)(C)Cl, c1ccsc1. Product: C[Sn](C)(C)c1cccs1. RXN SMILES: [C:6]([Li:7])([CH3:8])([CH3:9])[CH3:10].[CH2:21]1[O:22][CH2:23][CH2:24][CH2:25]1.[CH3:11][CH2:12][CH2:13][CH2:14][CH3:15].[CH3:16][Sn:17]([CH3:18])([CH3:19])[Cl:20].[cH:1]1[cH:2][cH:3][s:4][cH:5]1>>[cH:1]1[cH:2][c:3]([Sn:17]([CH3:16])([CH3:18])[CH3:19])[s:4][cH:5]1.